From a dataset of the Open Reaction Database (ORD), a public repository of structured organic reaction records. describe an organic reaction: reactants, conditions, products, and yield Reactants: ice water, OC1=C(C(=O)C2=C(C=CC=C2)O)C=CC=C1 (2,2'-Dihydroxybenzophenone), ICI (diiodomethane), CN(C=O)C (dimethylformamide), C([O-])([O-])=O.[K+].[K+] (potassium carbonate). The product is C1C(C=CC=2OCOC3=C(CC21)C=CC=C3)=O (12H-dibenzo[d,g][1,3]dioxocin-2-one). Isolated yield 90.0%. Conditions: temperature 105 celsius. Reported procedure: 2,2'-Dihydroxybenzophenone (10.0 g, 46.7 mmol) and diiodomethane (13.1 g, 49 mmol) was dissolved in dry dimethylformamide (180 ml). Dried, finely powdered potassium carbonate (9.2 g, 66.7 mmol) was added, and the mixture was heated at 105° C. for 16 h. After cooling to room temperature the reaction mixture was poured into ice water (500 ml). The precipitate was collected by filtration after 0.5 h, washed with water on the filter and dissolved in a mixture of ethanol (80 ml) and 4 N sodium hydrox... As a reaction SMILES: O[C:2]1[CH:16]=[CH:15][CH:14]=[CH:13][C:3]=1[C:4]([C:6]1[CH:11]=[CH:10][CH:9]=[CH:8][C:7]=1O)=O.ICI.[C:20](=[O:23])([O-])[O-:21].[K+].[K+].CN(C)C=[O:29]>>[CH2:13]1[C:3]2[CH2:4][C:6]3[CH:11]=[CH:10][CH:9]=[CH:8][C:7]=3[O:23][CH2:20][O:21][C:2]=2[CH:16]=[CH:15][C:14]1=[O:29] |f:2.3.4|. Procedure details: To a stirred mixture of 6-nitro-5,7-dichloro-1,4-dihydro-2,3-quinoxalinedione (81 mg, 0.295 mMol) in ethanol (3 mL) was added SnCl2 ·2H2O (331 mg, 1.47 mMol) in one portion. The mixture was refluxed at 80° C. (oil bath 90° C.) with stirring to 0.5 h, to form a clear solution and continually refluxed for another 0.5 h. It was then cooled to room temperature and the yellow precipitate was collected by filtration, followed by washing with cold ethanol (2×1 mL) to give 70 mg (97%) of crude title com... Yields the product NC=1C(=C2NC(C(NC2=CC1Cl)=O)=O)Cl (6-Amino-5,7-dichloro-1,4-dihydro-2,3-quinoxalinedione). RXN SMILES: [N+:1]([C:4]1[C:5]([Cl:17])=[C:6]2[C:11](=[CH:12][C:13]=1[Cl:14])[NH:10][C:9](=[O:15])[C:8](=[O:16])[NH:7]2)([O-])=O.Cl[Sn]Cl>C(O)C>[NH2:1][C:4]1[C:5]([Cl:17])=[C:6]2[C:11](=[CH:12][C:13]=1[Cl:14])[NH:10][C:9](=[O:15])[C:8](=[O:16])[NH:7]2. Solvent: C(C)O (ethanol). Starting materials: [N+](=O)([O-])C=1C(=C2NC(C(NC2=CC1Cl)=O)=O)Cl (6-nitro-5,7-dichloro-1,4-dihydro-2,3-quinoxalinedione), Cl[Sn]Cl (SnCl2). Reaction conditions: temperature 90 celsius, time 0.5 hour. Yield: 44.1%.